From a dataset of the Open Reaction Database (ORD), a public repository of structured organic reaction records. describe an organic reaction: reactants, conditions, products, and yield Starting materials: O=C([O-])O, CS(=O)(=O)Nc1ccc2c(c1)C(=O)CC1(CCNCC1)O2, CC#N, O=c1ccccn1CCCl, Cl, Cl, [I-], [K+], [Na+]. Yields the product CS(=O)(=O)Nc1ccc2c(c1)C(=O)CC1(CCN(CCn3ccccc3=O)CC1)O2, Cl. Reaction SMILES: [C:23](=[O:24])([OH:25])[O-:26].[CH3:2][S:3](=[O:4])(=[O:5])[NH:6][c:7]1[cH:8][cH:9][c:10]2[c:11]([cH:22]1)[C:12](=[O:21])[CH2:13][C:14]1([O:15]2)[CH2:16][CH2:17][NH:18][CH2:19][CH2:20]1.[CH3:41][C:42]#[N:43].[Cl:29][CH2:30][CH2:31][n:32]1[c:33](=[O:38])[cH:34][cH:35][cH:36][cH:37]1.[ClH:1].[ClH:28].[I-:40].[K+:39].[Na+:27]>>[CH3:2][S:3](=[O:4])(=[O:5])[NH:6][c:7]1[cH:8][cH:9][c:10]2[c:11]([cH:22]1)[C:12](=[O:21])[CH2:13][C:14]1([O:15]2)[CH2:16][CH2:17][N:18]([CH2:30][CH2:31][n:32]2[c:33](=[O:38])[cH:34][cH:35][cH:36][cH:37]2)[CH2:19][CH2:20]1.[ClH:29].